Dataset: the Open Reaction Database (ORD), a public repository of structured organic reaction records. Task: describe an organic reaction: reactants, conditions, products, and yield RXN SMILES: [Br:1][c:2]1[cH:3][c:4]2[c:9]([cH:10][cH:11]1)[C:8](=[O:12])[NH:7][C:6](=[O:13])[C:5]2=[CH:14][O:15][CH3:16].[CH3:37][N:38]([CH3:39])[CH:40]=[O:41].[NH2:17][c:18]1[cH:19][cH:20][c:21]([N:24]2[CH2:25][CH2:26][N:27]([C:30](=[O:31])[O:32][C:33]([CH3:34])([CH3:35])[CH3:36])[CH2:28][CH2:29]2)[cH:22][cH:23]1>>[Br:1][c:2]1[cH:3][c:4]2[c:9]([cH:10][cH:11]1)[C:8](=[O:12])[NH:7][C:6](=[O:13])[C:5]2=[CH:14][NH:17][c:18]1[cH:19][cH:20][c:21]([N:24]2[CH2:25][CH2:26][N:27]([C:30](=[O:31])[O:32][C:33]([CH3:34])([CH3:35])[CH3:36])[CH2:28][CH2:29]2)[cH:22][cH:23]1. Yields the product CC(C)(C)OC(=O)N1CCN(c2ccc(NC=C3C(=O)NC(=O)c4ccc(Br)cc43)cc2)CC1. Starting materials: COC=C1C(=O)NC(=O)c2ccc(Br)cc21, CN(C)C=O, CC(C)(C)OC(=O)N1CCN(c2ccc(N)cc2)CC1. As a reaction SMILES: [CH3:32][NH:33][c:34]1[n:35][cH:36][cH:37][cH:38][cH:39]1.[CH3:40][O:41][CH2:42][CH2:43][OH:44].[Cl:1][CH2:2][c:3]1[n:4][c:5]2[cH:6][c:7]([O:30][CH3:31])[c:8]([O:28][CH3:29])[cH:9][c:10]2[c:11](-[c:18]2[cH:19][c:20]([O:26][CH3:27])[c:21]([O:24][CH3:25])[cH:22][cH:23]2)[c:12]1[C:13](=[O:14])[O:15][CH2:16][CH3:17]>>[CH2:2]([c:3]1[n:4][c:5]2[cH:6][c:7]([O:30][CH3:31])[c:8]([O:28][CH3:29])[cH:9][c:10]2[c:11](-[c:18]2[cH:19][c:20]([O:26][CH3:27])[c:21]([O:24][CH3:25])[cH:22][cH:23]2)[c:12]1[C:13](=[O:14])[O:15][CH2:16][CH3:17])[N:33]([CH3:32])[c:34]1[n:35][cH:36][cH:37][cH:38][cH:39]1. Product: CCOC(=O)c1c(CN(C)c2ccccn2)nc2cc(OC)c(OC)cc2c1-c1ccc(OC)c(OC)c1. The reactants are CNc1ccccn1, COCCO, CCOC(=O)c1c(CCl)nc2cc(OC)c(OC)cc2c1-c1ccc(OC)c(OC)c1. Reactants: COC(=O)C(=O)c1ccc(OCCOc2ccc3ccccc3c2)cc1, Cl, Cl, NNC(N)=O, c1ccncc1. Yields the product COC(=O)C(=NNC(N)=O)c1ccc(OCCOc2ccc3ccccc3c2)cc1. As a reaction SMILES: [CH3:1][O:2][C:3]([C:4]([c:5]1[cH:6][cH:7][c:8]([O:11][CH2:12][CH2:13][O:14][c:15]2[cH:16][c:17]3[cH:18][cH:19][cH:20][cH:21][c:22]3[cH:23][cH:24]2)[cH:9][cH:10]1)=[O:25])=[O:26].[ClH:27].[ClH:33].[NH2:28][NH:29][C:30](=[O:31])[NH2:32].[cH:34]1[cH:35][cH:36][n:37][cH:38][cH:39]1>>[CH3:1][O:2][C:3]([C:4]([c:5]1[cH:6][cH:7][c:8]([O:11][CH2:12][CH2:13][O:14][c:15]2[cH:16][c:17]3[cH:18][cH:19][cH:20][cH:21][c:22]3[cH:23][cH:24]2)[cH:9][cH:10]1)=[N:28][NH:29][C:30](=[O:31])[NH2:32])=[O:26]. The reactants are CC(C)(C)c1ccnc(C=O)c1, ClCCl, N#Cc1ccc(CNC2CCCc3cccnc32)c(CO)c1. Product: CC(C)(C)c1ccnc(CN(Cc2ccc(C#N)cc2CO)C2CCCc3cccnc32)c1. Reaction SMILES: [C:23]([CH3:24])([CH3:25])([CH3:26])[c:27]1[cH:28][c:29]([CH:33]=[O:34])[n:30][cH:31][cH:32]1.[Cl:35][CH2:36][Cl:37].[OH:1][CH2:2][c:3]1[cH:4][c:5]([C:6]#[N:7])[cH:8][cH:9][c:10]1[CH2:11][NH:12][CH:13]1[CH2:14][CH2:15][CH2:16][c:17]2[cH:18][cH:19][cH:20][n:21][c:22]21>>[OH:1][CH2:2][c:3]1[cH:4][c:5]([C:6]#[N:7])[cH:8][cH:9][c:10]1[CH2:11][N:12]([CH:13]1[CH2:14][CH2:15][CH2:16][c:17]2[cH:18][cH:19][cH:20][n:21][c:22]21)[CH2:33][c:29]1[cH:28][c:27]([C:23]([CH3:24])([CH3:25])[CH3:26])[cH:32][cH:31][n:30]1. The reactants are NC1=C(C(=NN1C1=CC=CC=C1)C)C#N (5-amino-3-methyl-1-phenyl-1H-pyrazole-4-carbonitrile), S(O)(O)(=O)=O (sulfuric acid). Conditions: time 8 hour. The product is NC1=C(C(=NN1C1=CC=CC=C1)C)C(=O)N (5-amino-3-methyl-1-phenyl-1H-pyrazole-4-carboxamide). As a reaction SMILES: [NH2:1][C:2]1[N:6]([C:7]2[CH:12]=[CH:11][CH:10]=[CH:9][CH:8]=2)[N:5]=[C:4]([CH3:13])[C:3]=1[C:14]#[N:15].S(=O)(=O)(O)[OH:17]>>[NH2:1][C:2]1[N:6]([C:7]2[CH:12]=[CH:11][CH:10]=[CH:9][CH:8]=2)[N:5]=[C:4]([CH3:13])[C:3]=1[C:14]([NH2:15])=[O:17]. Procedure details: Into a 100-mL 3-necked round-bottom flask, was placed sulfuric acid (90 mL). To the resulting mixture was then added 5-amino-3-methyl-1-phenyl-1H-pyrazole-4-carbonitrile (30 g, 151.52 mmol, 1.00 equiv), in portions at 10° C. The resulting solution was stirred overnight at room temperature. The reaction was then quenched by the addition of water/ice (100 mL). The pH value of the solution was adjusted to about 8-9 with potassium carbonate (conc.). The solids were collected by filtration, to yield ...